From a dataset of the Open Reaction Database (ORD), a public repository of structured organic reaction records. describe an organic reaction: reactants, conditions, products, and yield Reactants: FC1=NC=CC(=N1)F (2,4-difluoropyrimidine), C(C)(C)[C@@H]1NC(OC1)=O ((S)-4-isopropyloxazolidin-2-one), [H-].[Na+] (NaH). Run in O (water), CN(C)C=O (DMF). Conditions: time 5 minute. Yields the product FC1=NC=CC(=N1)N1C(OC[C@@H]1C(C)C)=O ((S)-3-(2-fluoropyrimidin-4-yl)-4-isopropyloxazolidin-2-one). Yield: 33.6%. Reaction SMILES: [F:1][C:2]1[N:7]=[C:6](F)[CH:5]=[CH:4][N:3]=1.[CH:9]([C@H:12]1[CH2:16][O:15][C:14](=[O:17])[NH:13]1)([CH3:11])[CH3:10].[H-].[Na+]>CN(C=O)C.O>[F:1][C:2]1[N:7]=[C:6]([N:13]2[C@@H:12]([CH:9]([CH3:11])[CH3:10])[CH2:16][O:15][C:14]2=[O:17])[CH:5]=[CH:4][N:3]=1 |f:2.3|. Procedure: A solution of 2,4-difluoropyrimidine (3.5 mL, 41 mmol) and (S)-4-isopropyloxazolidin-2-one (5.3 g 41 mmol) in 30 mL DMF was cooled to 0° C. under N2 atmosphere. NaH (2.1 g of 60% suspension, 53 mmol) was slowly added. Bubbling exotherm observed. Internal temp was kept below 5° C. After 5 minutes, cold bath was removed. Reaction mixture (a sandy suspension) was allowed to warm to room temp and stir 18 h. The reaction mixture was diluted with water (100 mL) and extracted with (3×75 mL) EtOAc. Orga... Starting materials: C(C)OC1=NC=C(C=C1)NC1=NC(=C2N=CN(C2=N1)CCCC)Cl (2-[(2-Ethoxypyrid-5-yl)amino]-6-chloro-9-butyl-9H-purine), C(C)OC1=NC=C(C=C1)NC1=NC(=C2N(C=NC2=N1)CCCC)Cl (2-[(2-Ethoxypyrid-5-yl)amino]-6-chloro-7-butyl-7H-purine), C[O-].[Na+] (sodium methoxide). Run in CO (methanol), CO (methanol). Run at time 3 day. Yields the product C(C)OC1=NC=C(C=C1)NC1=NC(=C2N=CN(C2=N1)CCCC)OC (2-[(2-Ethoxypyrid-5-yl)amino]-6-methoxy-9-butyl-9H-purine). As a reaction SMILES: [CH2:1]([O:3][C:4]1[CH:9]=[CH:8][C:7]([NH:10][C:11]2[N:19]=[C:18]3[C:14]([N:15]=[CH:16][N:17]3[CH2:20][CH2:21][CH2:22][CH3:23])=[C:13](Cl)[N:12]=2)=[CH:6][N:5]=1)[CH3:2].[CH2:25]([O:27]C1C=CC(NC2N=C3C(N(CCCC)C=N3)=C(Cl)N=2)=CN=1)C.C[O-].[Na+]>CO>[CH2:1]([O:3][C:4]1[CH:9]=[CH:8][C:7]([NH:10][C:11]2[N:19]=[C:18]3[C:14]([N:15]=[CH:16][N:17]3[CH2:20][CH2:21][CH2:22][CH3:23])=[C:13]([O:27][CH3:25])[N:12]=2)=[CH:6][N:5]=1)[CH3:2] |f:2.3|. Procedure: A solution of a 4:1 mixture of 2-[(2-Ethoxypyrid-5-yl)amino]-6-chloro-9-butyl-9H-purine and 2-[(2-Ethoxypyrid-5-yl)amino]-6-chloro-7-butyl-7H-purine (214 mg; 0.62 mmol) in methanol (15 mL) is treated with sodium methoxide (4 mL of a 25% wt. solution in methanol) and the mixture is stirred at room temperature for three days. The reaction mixture is concentrated in vacuo , the residue is treated with water (30 mL), neutralized with acetic acid, and extracted with ethyl acetate (3×40 mL). The combi... The reactants are C([O-])(O)=O.[Na+] (sodium bicarbonate), C1(=CC=C(C=C1)S(=O)(=O)O)C (p-toluene sulphonic acid), OCC=1C=C(C#N)C=CC1 (3-hydroxymethyl-benzonitrile), O1CCCC=C1 (3,4-dihydro-2H-pyran). Product: O1C(CCCC1)OCC=1C=C(C#N)C=CC1 (3-(tetrahydro-pyran-2-yloxymethyl)-benzonitrile). As a reaction SMILES: C1(C)C=CC(S(O)(=O)=O)=CC=1.[OH:12][CH2:13][C:14]1[CH:15]=[C:16]([CH:19]=[CH:20][CH:21]=1)[C:17]#[N:18].[O:22]1[CH:27]=[CH:26][CH2:25][CH2:24][CH2:23]1.C(=O)(O)[O-].[Na+]>ClCCl>[O:22]1[CH2:27][CH2:26][CH2:25][CH2:24][CH:23]1[O:12][CH2:13][C:14]1[CH:15]=[C:16]([CH:19]=[CH:20][CH:21]=1)[C:17]#[N:18] |f:3.4|. Solvent: ClCCl (dichloromethane). Reaction conditions: time 90 minute. Isolated yield 60.9%. Procedure: Add p-toluene sulphonic acid (2.11 g, 12.2 mmol) to a solution of 3-hydroxymethyl-benzonitrile (16.30 g, 122.4 mmol) and 3,4-dihydro-2H-pyran (51.5 g, 612 mmol) in dichloromethane (500 ml) and stir. After 90 minutes, pour reaction into saturated sodium bicarbonate, remove organics, dry with sodium sulfate, filter and concentrate to give a dark brown oil. Purify the residue by flash chromatography eluting with a gradient of 10-15% ethyl acetate:hexanes to yield the title product as a clear oil (1... Reactants: [OH-].[Na+] (NaOH), FC(C=1C=C(C=CC1)O)(F)F (3-trifluoromethylphenol), BrCCBr (1,2-dibromoethane). Solvent: O (water). Reaction conditions: time 7 hour. Product: BrCCOC1=CC(=CC=C1)C(F)(F)F (1-bromo-2-(3-trifluoromethylphenoxy)ethane). RXN SMILES: [OH-].[Na+].[F:3][C:4]([F:13])([F:12])[C:5]1[CH:6]=[C:7]([OH:11])[CH:8]=[CH:9][CH:10]=1.[Br:14][CH2:15][CH2:16]Br>O>[Br:14][CH2:15][CH2:16][O:11][C:7]1[CH:8]=[CH:9][CH:10]=[C:5]([C:4]([F:12])([F:13])[F:3])[CH:6]=1 |f:0.1|. Reported procedure: A solution of NaOH at 33% (17 cc) is added dropwise to a solution of 3-trifluoromethylphenol (2.5) and 1,2-dibromoethane (30.0 g) in deionized water (30 cc). The resulting mixture is kept under refluxing conditions for 7 hours. The reaction mixture is then cooled, the oil formed is separated from the aqueous phase and distilled under a pressure of 15 mm Hg. The fraction within the range of from 118° to ° C. is collected. 26 g of the desired product is obtained.